This data is from the Open Reaction Database (ORD), a public repository of structured organic reaction records. The task is: describe an organic reaction: reactants, conditions, products, and yield The product is C#CCCCOc1ccc(Oc2cccc(C=C3CCN(C(=O)OC(C)(C)C)CC3)c2)nc1. Reaction SMILES: [CH2:39]([N+:40]([CH2:41][CH2:42][CH2:43][CH3:44])([CH2:45][CH2:46][CH2:47][CH3:48])[CH2:49][CH2:50][CH2:51][CH3:52])[CH2:53][CH2:54][CH3:55].[CH2:56]1[O:57][CH2:58][CH2:59][CH2:60]1.[CH3:1][Si:2]([C:3]#[C:4][CH2:5][CH2:6][CH2:7][O:8][c:9]1[cH:10][cH:11][c:12]([O:15][c:16]2[cH:17][c:18]([CH:19]=[C:20]3[CH2:21][CH2:22][N:23]([C:26](=[O:27])[O:28][C:29]([CH3:30])([CH3:31])[CH3:32])[CH2:24][CH2:25]3)[cH:33][cH:34][cH:35]2)[n:13][cH:14]1)([CH3:36])[CH3:37].[F-:38]>>[CH:3]#[C:4][CH2:5][CH2:6][CH2:7][O:8][c:9]1[cH:10][cH:11][c:12]([O:15][c:16]2[cH:17][c:18]([CH:19]=[C:20]3[CH2:21][CH2:22][N:23]([C:26](=[O:27])[O:28][C:29]([CH3:30])([CH3:31])[CH3:32])[CH2:24][CH2:25]3)[cH:33][cH:34][cH:35]2)[n:13][cH:14]1. The reactants are CCCC[N+](CCCC)(CCCC)CCCC, C1CCOC1, CC(C)(C)OC(=O)N1CCC(=Cc2cccc(Oc3ccc(OCCCC#C[Si](C)(C)C)cn3)c2)CC1, [F-]. Reactants: BrC1=CC(=C(C=C1)C=1N=CC(=NC1)N)F (5-(4-bromo-2-fluorophenyl)pyrazin-2-amine), O1CCN(CC1)S(=O)(=O)C1=C(C=CC=C1)B(O)O ((2-(morpholinosulfonyl)phenyl)boronic acid). The product is FC=1C=C(C=CC1C=1N=CC(=NC1)N)C1=C(C=CC=C1)S(=O)(=O)N1CCOCC1 (5-[3-Fluoro-2′-(morpholin-4-ylsulfonyl)biphenyl-4-yl]pyrazin-2-amine). As a reaction SMILES: Br[C:2]1[CH:7]=[CH:6][C:5]([C:8]2[N:9]=[CH:10][C:11]([NH2:14])=[N:12][CH:13]=2)=[C:4]([F:15])[CH:3]=1.[O:16]1[CH2:21][CH2:20][N:19]([S:22]([C:25]2[CH:30]=[CH:29][CH:28]=[CH:27][C:26]=2B(O)O)(=[O:24])=[O:23])[CH2:18][CH2:17]1>>[F:15][C:4]1[CH:3]=[C:2]([C:26]2[CH:27]=[CH:28][CH:29]=[CH:30][C:25]=2[S:22]([N:19]2[CH2:20][CH2:21][O:16][CH2:17][CH2:18]2)(=[O:23])=[O:24])[CH:7]=[CH:6][C:5]=1[C:8]1[N:9]=[CH:10][C:11]([NH2:14])=[N:12][CH:13]=1. Procedure: The title compound was prepared in a manner similar to that described in Example 42 using 5-(4-bromo-2-fluorophenyl)pyrazin-2-amine and (2-(morpholinosulfonyl)phenyl)boronic acid. MS (ESI): mass calcd. for C20H19FN4O3S, 414.12; m/z found, 415.2 [M+H]+. 1H NMR (400 MHz, CD3OD) δ 8.38 (s, 1H), 8.31 (s, 1H), 8.13-8.09 (m, 1H), 7.99 (m, 1H), 7.75-7.69 (m, 1H), 7.65-7.60 (m, 1H), 7.46-7.43 (m, 1H), 7.37-7.31 (m, 2H), 3.54-3.46 (m, 4H), 2.91-2.84 (m, 4H). Isolated yield 98.3%. Reactants: ClC1=C(C=CC=C1)C(C(CO)(C)C)O (1-(2-Chlorophenyl)-2,2-dimethyl-1,3-propanediol), P(=O)(Cl)(Cl)Cl (phosphorus oxychloride). The product is ClC1=C(C=CC=C1)C1OP(OCC1(C)C)(Cl)=O (4-(2-chlorophenyl)-2-chloro-5,5-dimethyl-1,3,2-dioxaphosphorinan 2-oxide). Solvent: ClCCl (dichloromethane), ClCCl (dichloromethane). Reaction SMILES: [Cl:1][C:2]1[CH:7]=[CH:6][CH:5]=[CH:4][C:3]=1[CH:8]([OH:14])[C:9]([CH3:13])([CH3:12])[CH2:10][OH:11].[P:15](Cl)(Cl)([Cl:17])=[O:16]>ClCCl>[Cl:1][C:2]1[CH:7]=[CH:6][CH:5]=[CH:4][C:3]=1[CH:8]1[C:9]([CH3:12])([CH3:13])[CH2:10][O:11][P:15](=[O:16])([Cl:17])[O:14]1. Procedure: 1-(2-Chlorophenyl)-2,2-dimethyl-1,3-propanediol (1.0 g, 4.66 mmol) was diluted with dichloromethane (5 ml) and, under reflux, a solution of phosphorus oxychloride (0.65 g, mmol) in dichloromethane (3 ml) was added dropwise over 40 min. After the dropwise addition, the mixture was refluxed for 6 h. The mixture after completion of the reaction was concentrated, and after addition of ether (dry, 5 ml), concentrated again to dryness to give the title compound (1.23 g, 90%) as colorless crude crystal... The reactants are O=C([O-])[O-], FC(F)(F)c1n[nH]c2c1CCCC2, [K+], [K+], O=[N+]([O-])c1ccc(CCl)cc1, CN(C)C=O. The product is O=[N+]([O-])c1ccc(Cn2nc(C(F)(F)F)c3c2CCCC3)cc1. RXN SMILES: [C:14](=[O:15])([O-:16])[O-:17].[F:1][C:2]([c:3]1[n:4][nH:5][c:6]2[c:11]1[CH2:10][CH2:9][CH2:8][CH2:7]2)([F:12])[F:13].[K+:18].[K+:19].[N+:20](=[O:21])([O-:22])[c:23]1[cH:24][cH:25][c:26]([CH2:27][Cl:28])[cH:29][cH:30]1.[O:31]=[CH:32][N:33]([CH3:34])[CH3:35]>>[F:1][C:2]([c:3]1[n:4][n:5]([CH2:27][c:26]2[cH:25][cH:24][c:23]([N+:20](=[O:21])[O-:22])[cH:30][cH:29]2)[c:6]2[c:11]1[CH2:10][CH2:9][CH2:8][CH2:7]2)([F:12])[F:13]. Reactants: NC1CCN(Cc2ccccc2)C1, CN(C)C=O, CCOC(=O)C=Cc1cnc(Cl)nc1. Yields the product CCOC(=O)C=Cc1cnc(NC2CCN(Cc3ccccc3)C2)nc1. As a reaction SMILES: [CH2:15]([c:16]1[cH:17][cH:18][cH:19][cH:20][cH:21]1)[N:22]1[CH2:23][CH:24]([NH2:27])[CH2:25][CH2:26]1.[CH3:28][N:29]([CH3:30])[CH:31]=[O:32].[Cl:1][c:2]1[n:3][cH:4][c:5]([CH:8]=[CH:9][C:10](=[O:11])[O:12][CH2:13][CH3:14])[cH:6][n:7]1>>[c:2]1([NH:27][CH:24]2[CH2:23][N:22]([CH2:15][c:16]3[cH:17][cH:18][cH:19][cH:20][cH:21]3)[CH2:26][CH2:25]2)[n:3][cH:4][c:5]([CH:8]=[CH:9][C:10](=[O:11])[O:12][CH2:13][CH3:14])[cH:6][n:7]1. Reactants: N1=CC=CC=C1 (pyridine), S1N=NC2=C1C(=CC=C2)C(=O)N (benzo-1,2,3-thiadiazol-7-ylcarboxylic acid amide), FC(C(=O)OC(C(F)(F)F)=O)(F)F (trifluoroacetic acid anhydride). The solvent is O1CCCC1 (tetrahydrofuran), O1CCCC1 (tetrahydrofuran). Run at temperature 3 celsius, time 22 hour. The product is C(#N)C1=CC=CC=2N=NSC21 (7-cyanobenzo-1,2,3-thiadiazole). Reaction SMILES: [S:1]1[C:5]2[C:6]([C:10]([NH2:12])=O)=[CH:7][CH:8]=[CH:9][C:4]=2[N:3]=[N:2]1.N1C=CC=CC=1.FC(F)(F)C(OC(=O)C(F)(F)F)=O>O1CCCC1>[C:10]([C:6]1[C:5]2[S:1][N:2]=[N:3][C:4]=2[CH:9]=[CH:8][CH:7]=1)#[N:12]. Procedure details: 4.0 g (0.022 mol) of benzo-1,2,3-thiadiazol-7-ylcarboxylic acid amide are dissolved in 35 ml of tetrahydrofuran, and 3.6 ml (0.045 mol) of pyridine are added. The batch is then cooled to 3° C. and a solution of 3.9 ml (0.028 mol) of trifluoroacetic acid anhydride in 12 ml of tetrahydrofuran is added dropwise. The reaction mixture is subsequently stirred for 22 hours at room temperature and then poured onto ice/water and extracted twice with ethyl acetate. The extracts are washed with water, drie... The reactants are NC(=O)N (urea), FC=1C=C2C(C(=O)OC2=O)=CC1 (4-fluorophthalic anhydride). Reaction conditions: temperature 160 celsius, time 3 hour. Product: FC=1C=C2C(C(=O)NC2=O)=CC1 (4-fluorophthalimide). As a reaction SMILES: N[C:2]([NH2:4])=[O:3].[F:5][C:6]1[CH:7]=[C:8]2C(=O)O[C:10](=[O:11])[C:9]2=[CH:15][CH:16]=1>>[F:5][C:6]1[CH:16]=[C:15]2[C:2](=[O:3])[NH:4][C:10](=[O:11])[C:9]2=[CH:8][CH:7]=1. Procedure details: 8.2 parts (0.137 mole) of urea are added to 185 parts of the distillate (containing 43.4 parts (0.261 mole) of 4-fluorophthalic anhydride). The mixture is stirred for 3 hours at 135°-140° C., after which the evolution of gas is complete, and is finally heated for a further 10 minutes at 160° C. The solvent is distilled off (144.2 parts) at 115°-130° C. and under 0.3 mbar. According to gas chromatography, it contains 9.6 parts of 4-fluorophthalimide. The distillation residue is stirred with water... The reactants are CC(C)C[Al+]CC(C)C, CCOC(=O)c1cccnc1C, [H-], C1CCOC1. Yields the product Cc1ncccc1CO. RXN SMILES: [CH2:14]([Al+:15][CH2:16][CH:17]([CH3:18])[CH3:19])[CH:20]([CH3:21])[CH3:22].[CH3:1][c:2]1[c:3]([C:4](=[O:5])[O:6][CH2:7][CH3:8])[cH:9][cH:10][cH:11][n:12]1.[H-:13].[O:23]1[CH2:24][CH2:25][CH2:26][CH2:27]1>>[CH3:1][c:2]1[c:3]([CH2:4][OH:5])[cH:9][cH:10][cH:11][n:12]1. Starting materials: CCI, CCC1Cc2cc(OC)c(Cl)c(Cl)c2C1=O, COCCOC, [H-], [Na+], O. Yields the product CCC1(CC)Cc2cc(OC)c(Cl)c(Cl)c2C1=O. RXN SMILES: [CH2:19]([CH3:20])[I:21].[CH2:1]([CH3:2])[CH:3]1[C:4](=[O:16])[c:5]2[c:6]([Cl:15])[c:7]([Cl:14])[c:8]([O:12][CH3:13])[cH:9][c:10]2[CH2:11]1.[CH3:23][O:24][CH2:25][CH2:26][O:27][CH3:28].[H-:17].[Na+:18].[OH2:22]>>[CH2:1]([CH3:2])[C:3]1([CH2:19][CH3:20])[C:4](=[O:16])[c:5]2[c:6]([Cl:15])[c:7]([Cl:14])[c:8]([O:12][CH3:13])[cH:9][c:10]2[CH2:11]1.